This data is from the Open Reaction Database (ORD), a public repository of structured organic reaction records. The task is: describe an organic reaction: reactants, conditions, products, and yield Starting materials: Cl (hydrochloric acid), C(C)N1C=C(C(C2=CC(=C(N=C12)Cl)F)=O)C(=O)O (1-ethyl-7-chloro-6-fluoro-4-oxo-1,4-dihydro-1,8-naphthyridine-3-carboxylic acid), [OH-].[K+] (potassium hydroxide), C(C)S (ethanethiol). Run in CN(C=O)C (N,N-dimethyl formamide), C(C)O (ethanol). Reaction conditions: temperature 60 celsius. Product: C(C)N1C=C(C(C2=CC(=C(N=C12)SCC)F)=O)C(=O)O (1-Ethyl-7-(ethylthio)-6-fluoro-1,4-dihydro-4-oxo-1,8-naphthyridine-3-carboxylic acid). The yield is 182.6%. As a reaction SMILES: [CH2:1]([N:3]1[C:12]2[C:7](=[CH:8][C:9]([F:14])=[C:10](Cl)[N:11]=2)[C:6](=[O:15])[C:5]([C:16]([OH:18])=[O:17])=[CH:4]1)[CH3:2].[OH-].[K+].[CH2:21]([SH:23])[CH3:22].Cl>CN(C)C=O.C(O)C>[CH2:1]([N:3]1[C:12]2[C:7](=[CH:8][C:9]([F:14])=[C:10]([S:23][CH2:21][CH3:22])[N:11]=2)[C:6](=[O:15])[C:5]([C:16]([OH:18])=[O:17])=[CH:4]1)[CH3:2] |f:1.2|. Procedure: A suspension of 0.54 g (2 mmol) 1-ethyl-7-chloro-6-fluoro-4-oxo-1,4-dihydro-1,8-naphthyridine-3-carboxylic acid in 10 ml N,N-dimethyl formamide was stirred at 60° C. and treated all at once with a solution of 0.56 g potassium hydroxide (10 mmol) and 1 ml (0.85 mmol) ethanethiol in 5 ml absolute ethanol. After 15 minutes the mixture was poured into 40 mmol 0.4 N hydrochloric acid containing ice. The precipitate was filtered, washed with ethanol and ether to afford 0.46 g of the title compound. A ... Starting materials: CC(CCCCCC)NC1=CC=C(C=C1)N (N-(2-octyl)-p-phenylenediamine), [H][H] (hydrogen), C(C)(C)OCCC=O (3-isopropoxypropionaldehyde). Reagents/catalysts: [Pt]=S (platinum sulfide). Solvent: CO (methanol). The product is C(C)(C)OCCCNC1=CC=C(C=C1)NC(C)CCCCCC (N-(3-isopropoxypropyl)-N'-(2-octyl)-p-phenylenediamine). Reaction SMILES: [CH3:1][CH:2]([NH:9][C:10]1[CH:15]=[CH:14][C:13]([NH2:16])=[CH:12][CH:11]=1)[CH2:3][CH2:4][CH2:5][CH2:6][CH2:7][CH3:8].[CH:17]([O:20][CH2:21][CH2:22][CH:23]=O)([CH3:19])[CH3:18].[H][H]>CO.[Pt]=S>[CH:17]([O:20][CH2:21][CH2:22][CH2:23][NH:16][C:13]1[CH:14]=[CH:15][C:10]([NH:9][CH:2]([CH2:3][CH2:4][CH2:5][CH2:6][CH2:7][CH3:8])[CH3:1])=[CH:11][CH:12]=1)([CH3:19])[CH3:18]. Reported procedure: A mixture of 20 g. of N-(2-octyl)-p-phenylenediamine, 14 g. of 3-isopropoxypropionaldehyde and 0.3g. of 5% platinum sulfide on carbon catalyzt is shaken in a rocker bomb at 150°C under 600 psi hydrogen for 5 hours. After allowing the mixture to cool to room temperature, the contents of the bomb are dissolved in methanol and filtered through celite. The filtrate is evaporated in vacuo and the residue is taken up in ether and treated with an excess of dry hydrogen chloride gas. The resulant solid ... Starting materials: ClC1=NC=2N(CC(N(C2C=N1)C)=O)C(C)C (2-Chloro-8-isopropyl-5-methyl-7,8-dihydro-5H-pteridin-6-one), NC=1C=C(C=CC1)S(=O)(=O)CCO (2-(3-Amino-phenylsulfonyl)-ethanol). Solvent: ClCCl (dichloromethane). As a reaction SMILES: Cl[C:2]1[N:11]=[CH:10][C:9]2[N:8]([CH3:12])[C:7](=[O:13])[CH2:6][N:5]([CH:14]([CH3:16])[CH3:15])[C:4]=2[N:3]=1.[NH2:17][C:18]1[CH:19]=[C:20]([S:24]([CH2:27][CH2:28][OH:29])(=[O:26])=[O:25])[CH:21]=[CH:22][CH:23]=1>ClCCl>[OH:29][CH2:28][CH2:27][S:24]([C:20]1[CH:19]=[C:18]([NH:17][C:2]2[N:11]=[CH:10][C:9]3[N:8]([CH3:12])[C:7](=[O:13])[CH2:6][N:5]([CH:14]([CH3:16])[CH3:15])[C:4]=3[N:3]=2)[CH:23]=[CH:22][CH:21]=1)(=[O:25])=[O:26]. Procedure: 2-Chloro-8-isopropyl-5-methyl-7,8-dihydro-5H-pteridin-6-one (150 mg; 0.623 mmol) and 2-(3-Amino-phenylsulfonyl)-ethanol (120 mg; 0.600 mmol) were heated to 160° C. for 30 minutes. The reaction mixture was then suspended in dichloromethane and ethyl acetate then filtrated to yield 215 mg (0.530 mmol; 85% yield) as yellow solid. The yield is 85.0%. Product: OCCS(=O)(=O)C=1C=C(C=CC1)NC1=NC=2N(CC(N(C2C=N1)C)=O)C(C)C (2-(3-(2-hydroxyethylsulfonyl)phenylamino)-8-isopropyl-5-methyl-7,8-dihydropteridin-6(5H)-one). Reactants: Cl, Fc1ccc2cnccc2c1, NC1CCC(O)CC1. RXN SMILES: [ClH:1].[F:2][c:3]1[cH:4][c:5]2[cH:6][cH:7][n:8][cH:9][c:10]2[cH:11][cH:12]1.[NH2:13][CH:14]1[CH2:15][CH2:16][CH:17]([OH:20])[CH2:18][CH2:19]1>>[c:3]1([O:20][CH:17]2[CH2:16][CH2:15][CH:14]([NH2:13])[CH2:19][CH2:18]2)[cH:4][c:5]2[cH:6][cH:7][n:8][cH:9][c:10]2[cH:11][cH:12]1. Product: NC1CCC(Oc2ccc3cnccc3c2)CC1. Starting materials: OC1Cc2ccc(Br)cc2CNc2ccc(Cl)cc21, CCOC(C)=O, Cl, C1COCCO1. The product is Clc1ccc2c(c1)C=Cc1ccc(Br)cc1CN2. As a reaction SMILES: [Br:1][c:2]1[cH:3][c:4]2[c:5]([cH:18][cH:19]1)[CH2:6][CH:7]([OH:17])[c:8]1[c:9]([cH:12][cH:13][c:14]([Cl:16])[cH:15]1)[NH:10][CH2:11]2.[CH3:27][CH2:28][O:29][C:30](=[O:31])[CH3:32].[ClH:20].[O:21]1[CH2:22][CH2:23][O:24][CH2:25][CH2:26]1>>[Br:1][c:2]1[cH:3][c:4]2[c:5]([cH:18][cH:19]1)[CH:6]=[CH:7][c:8]1[c:9]([cH:12][cH:13][c:14]([Cl:16])[cH:15]1)[NH:10][CH2:11]2. Starting materials: F\C(\C(=O)OCC)=C(/C)\C=1C=C2C(=CC(OC2=CC1OC)(C)C)C(C)C (ethyl (2E)-2-fluoro-3-(4-isopropyl-7-methoxy-2,2-dimethyl-2H-chromen-6-yl)-but-2-enoate), F\C(\C(=O)OCC)=C(/C)\C=1C=C2C(=CC(OC2=CC1OC)(C)C)C(C)C (ethyl (2E)-2-fluoro-3-(4-isopropyl-7-methoxy-2,2-dimethyl-2H-chromen-6-yl)-but-2-enoate), [H-].C(C(C)C)[Al+]CC(C)C (diisobutylaluminum hydride). Product: F\C(\CO)=C(/C)\C=1C=C2C(=CC(OC2=CC1OC)(C)C)C(C)C ((2E)-2-Fluoro-3-(4-isopropyl-7-methoxy-2,2-dimethyl-2H-chromen-6-yl)-but-2-en-1-ol). RXN SMILES: [F:1]/[C:2](=[C:8](/[C:10]1[CH:11]=[C:12]2[C:17](=[CH:18][C:19]=1[O:20][CH3:21])[O:16][C:15]([CH3:23])([CH3:22])[CH:14]=[C:13]2[CH:24]([CH3:26])[CH3:25])\[CH3:9])/[C:3](OCC)=[O:4].[H-].C([Al+]CC(C)C)C(C)C>>[F:1]/[C:2](=[C:8](/[C:10]1[CH:11]=[C:12]2[C:17](=[CH:18][C:19]=1[O:20][CH3:21])[O:16][C:15]([CH3:23])([CH3:22])[CH:14]=[C:13]2[CH:24]([CH3:26])[CH3:25])\[CH3:9])/[CH2:3][OH:4] |f:1.2|. Reported procedure: Following General Procedure L, ethyl (2E)-2-fluoro-3-(4-isopropyl-7-methoxy-2,2-dimethyl-2H-chromen-6-yl)-but-2-enoate (Compound 69, 145 mg, 0.40 mmol) and a diisobutylaluminum hydride (1M in hexanes, 1.60 mL, 1.60 mmol) were reacted to give the title compound as a colorless oil after purification by flash chromatography (silica gel, 1:9 to 1:4 ethyl acetate/hexane). Reaction SMILES: [C:1]([C:3]1[CH:12]=[CH:11][C:6]([C:7](=[O:10])[CH2:8]Br)=[CH:5][CH:4]=1)#[N:2].[OH2:13]>CS(C)=O>[C:1]([C:3]1[CH:12]=[CH:11][C:6]([C:7]([CH:8]=[O:13])=[O:10])=[CH:5][CH:4]=1)#[N:2]. Starting materials: C(#N)C1=CC=C(C(CBr)=O)C=C1 (4-cyanophenacyl bromide), O (water), ice water. Run at time 24 hour. The yield is 64.1%. The solvent is CS(=O)C (dimethylsulfoxide). Procedure: A solution of 4-cyanophenacyl bromide (11.20 g, 49.99 mmol) in dimethylsulfoxide (83 mL) was treated with water (0.90 mL, 49.99 mmol). After stirring for 24 h at room temperature, it was poured into ice-water, and extracted with ether. The organic layer was washed with water and then brine, dried over anhydrous sodium sulfate, and concentrated in vacuo. The residue was purified by a silica gel column chromatography eluting 20-50% ethyl acetate in hexane to afford 4-cyanophenylglyoxal (5.10 g, 64... Yields the product C(#N)C1=CC=C(C=C1)C(=O)C=O (4-cyanophenylglyoxal).